From a dataset of the Open Reaction Database (ORD), a public repository of structured organic reaction records. describe an organic reaction: reactants, conditions, products, and yield Reactants: NC1=CC=C(C=C1)N1C2=C(NC(CC1=O)=O)C1=CC=CC=C1C=C2 (5-(4-aminophenyl)-1H-naphtho[1,2-b][1,4]diazepine-2,4(3H,5H)-dione), IC1=C(C(=O)NCCN2C3=C(NC(CC2=O)=O)C2=CC=CC=C2C=C3)C=CC=C1 (5-[2-(2-Iodobenzoyl)aminoethyl]-1H-naphtho[1,2-b][1,4]diazepine-2,4(3H,5H)-dione), FC1=C(C(=O)Cl)C=CC=C1 (2-fluorobenzoyl chloride). Yields the product FC1=C(C(=O)NC2=CC=C(C=C2)N2C3=C(NC(CC2=O)=O)C2=CC=CC=C2C=C3)C=CC=C1 (5-[4-(2-Fluorobenzoyl)aminophenyl]-1H-naphtho[1,2-b][1,4]diazepine-2,4(3H,5H)-dione). Isolated yield 67.6%. RXN SMILES: [NH2:1][C:2]1[CH:7]=[CH:6][C:5]([N:8]2[C:14](=[O:15])[CH2:13][C:12](=[O:16])[NH:11][C:10]3[C:17]4[C:22]([CH:23]=[CH:24][C:9]2=3)=[CH:21][CH:20]=[CH:19][CH:18]=4)=[CH:4][CH:3]=1.[F:25][C:26]1[CH:34]=[CH:33][CH:32]=[CH:31][C:27]=1[C:28](Cl)=[O:29].IC1C=CC=CC=1C(NCCN1C(=O)CC(=O)NC2C3C(C=CC1=2)=CC=CC=3)=O>>[F:25][C:26]1[CH:34]=[CH:33][CH:32]=[CH:31][C:27]=1[C:28]([NH:1][C:2]1[CH:7]=[CH:6][C:5]([N:8]2[C:14](=[O:15])[CH2:13][C:12](=[O:16])[NH:11][C:10]3[C:17]4[C:22]([CH:23]=[CH:24][C:9]2=3)=[CH:21][CH:20]=[CH:19][CH:18]=4)=[CH:4][CH:3]=1)=[O:29]. Procedure details: By using 5-(4-aminophenyl)-1H-naphtho[1,2-b][1,4]diazepine-2,4(3H,5H)-dione (32 mg, 0.101 mmol) obtained in Example 1, (3), and 2-fluorobenzoyl chloride (32 mg, 0.202 mmol), the title compound (30 mg, yield 67%) was obtained as white crystals in the same manner as that of Example 1, (4).